Dataset: the Open Reaction Database (ORD), a public repository of structured organic reaction records. Task: describe an organic reaction: reactants, conditions, products, and yield The reactants are C([O-])([O-])=O.[K+].[K+] (potassium carbonate), Cl (hydrochloric acid), OC1=CC=C(C=C1)S (4-hydroxybenzenethiol), C1(=CC=C(C=C1)S(=O)(=O)OCC(F)(F)F)C (2,2,2-trifluoroethyl p-toluenesulfonate). Solvent: O (water), CN(C=O)C (dimethylformamide). Reaction conditions: time 3 hour. The product is FC(CSC1=CC=C(C=C1)O)(F)F (4-(2,2,2-trifluoroethylthio)phenol). The yield is 80.8%. Reaction SMILES: C(=O)([O-])[O-].[K+].[K+].[OH:7][C:8]1[CH:13]=[CH:12][C:11]([SH:14])=[CH:10][CH:9]=1.C1(C)C=CC(S(O[CH2:25][C:26]([F:29])([F:28])[F:27])(=O)=O)=CC=1.Cl>O.CN(C)C=O>[F:27][C:26]([F:29])([F:28])[CH2:25][S:14][C:11]1[CH:12]=[CH:13][C:8]([OH:7])=[CH:9][CH:10]=1 |f:0.1.2|. Procedure details: With stirring in an atmosphere of nitrogen, 110 g of anhydrous potassium carbonate was added to a solution composed of 51 g of 4-hydroxybenzenethiol and 250 ml of dimethylformamide. Furthermore, 112 g of 2,2,2-trifluoroethyl p-toluenesulfonate was added at a temperature of 25° to 30° C. The mixture was stirred at the same temperature for 3 hours, then at 30° to 40° C. for 4 hours, and finally at 50° C. for 6 hours. After cooling, the solution was poured into 2 liters of water, and concentrated h... Reactants: O=C(N1C=CC=2C=CC(OC)=CC21)C(C)(C)C. The reagents and catalysts are OC(C)(C)C(O)(C)C, BrB(Br)Br. Conditions: temperature 25 celsius, time 16 hour. Yields the product O=C(N1C=CC=2C=CC(OC)=C(B3OC(C)(C)C(O3)(C)C)C21)C(C)(C)C. Yield: 35.0%. The reactants are CO, [H][H], COC(=O)c1ccccc1C#CCO. Product: COC(=O)c1ccccc1CCCO. Reaction SMILES: [CH3:17][OH:18].[H:15][H:16].[OH:1][CH2:2][C:3]#[C:4][c:5]1[c:6]([C:7](=[O:8])[O:9][CH3:10])[cH:11][cH:12][cH:13][cH:14]1>>[OH:1][CH2:2][CH2:3][CH2:4][c:5]1[c:6]([C:7](=[O:8])[O:9][CH3:10])[cH:11][cH:12][cH:13][cH:14]1. Starting materials: CCN(C(C)C)C(C)C, NCC1=NN(c2ccc(Cl)cc2Cl)C(c2ccc(Cl)cc2)C1, Cc1cccc(Cl)c1S(=O)(=O)Cl, ClCCl, Cl. Yields the product Cc1cccc(Cl)c1S(=O)(=O)NCC1=NN(c2ccc(Cl)cc2Cl)C(c2ccc(Cl)cc2)C1. RXN SMILES: [CH:24]([N:25]([CH:26]([CH3:27])[CH3:28])[CH2:29][CH3:30])([CH3:31])[CH3:32].[Cl:2][c:3]1[cH:4][cH:5][c:6]([CH:9]2[CH2:10][C:11]([CH2:22][NH2:23])=[N:12][N:13]2[c:14]2[c:15]([Cl:21])[cH:16][c:17]([Cl:20])[cH:18][cH:19]2)[cH:7][cH:8]1.[Cl:33][c:34]1[c:35]([S:41](=[O:42])(=[O:43])[Cl:44])[c:36]([CH3:40])[cH:37][cH:38][cH:39]1.[Cl:45][CH2:46][Cl:47].[ClH:1]>>[Cl:2][c:3]1[cH:4][cH:5][c:6]([CH:9]2[CH2:10][C:11]([CH2:22][NH:23][S:41]([c:35]3[c:34]([Cl:33])[cH:39][cH:38][cH:37][c:36]3[CH3:40])(=[O:42])=[O:43])=[N:12][N:13]2[c:14]2[c:15]([Cl:21])[cH:16][c:17]([Cl:20])[cH:18][cH:19]2)[cH:7][cH:8]1. Starting materials: O=C([O-])[O-], CN(C)C=O, Cn1c(C(F)(F)F)cc(=O)n(-c2cc(O)c(Cl)cc2F)c1=O, COC(=O)COc1nc(Cl)ccc1[N+](=O)[O-], [K+], [K+], O. Product: COC(=O)COc1nc(Oc2cc(-n3c(=O)cc(C(F)(F)F)n(C)c3=O)c(F)cc2Cl)ccc1[N+](=O)[O-]. Reaction SMILES: [C:39](=[O:40])([O-:41])[O-:42].[CH3:45][N:46]([CH3:47])[CH:48]=[O:49].[Cl:17][c:18]1[c:19]([OH:38])[cH:20][c:21](-[n:25]2[c:26](=[O:37])[n:27]([CH3:36])[c:28]([C:32]([F:33])([F:34])[F:35])[cH:29][c:30]2=[O:31])[c:22]([F:24])[cH:23]1.[Cl:1][c:2]1[cH:3][cH:4][c:5]([N+:14](=[O:15])[O-:16])[c:6]([O:8][CH2:9][C:10](=[O:11])[O:12][CH3:13])[n:7]1.[K+:43].[K+:44].[OH2:50]>>[c:2]1([O:38][c:19]2[c:18]([Cl:17])[cH:23][c:22]([F:24])[c:21](-[n:25]3[c:26](=[O:37])[n:27]([CH3:36])[c:28]([C:32]([F:33])([F:34])[F:35])[cH:29][c:30]3=[O:31])[cH:20]2)[cH:3][cH:4][c:5]([N+:14](=[O:15])[O-:16])[c:6]([O:8][CH2:9][C:10](=[O:11])[O:12][CH3:13])[n:7]1.